Dataset: the Open Reaction Database (ORD), a public repository of structured organic reaction records. Task: describe an organic reaction: reactants, conditions, products, and yield Starting materials: N1C=CC=2C=NC=CC21 (1H-pyrrolo[3,2-c]pyridine), ClC1=C(C(=O)O)C(=CC(=C1)CO)Cl (2,6-dichloro-4-(hydroxymethyl)benzoic acid). The product is ClC1=C(C(=CC(=C1)CO)Cl)C(=O)N1C=CC=2C=NC=CC21 ([2,6-Dichloro-4-(hydroxymethyl)phenyl](1H-pyrrolo[3,2-c]pyridin-1-yl)methanone). Reaction SMILES: [NH:1]1[C:9]2[CH:8]=[CH:7][N:6]=[CH:5][C:4]=2[CH:3]=[CH:2]1.[Cl:10][C:11]1[CH:19]=[C:18]([CH2:20][OH:21])[CH:17]=[C:16]([Cl:22])[C:12]=1[C:13](O)=[O:14]>>[Cl:10][C:11]1[CH:19]=[C:18]([CH2:20][OH:21])[CH:17]=[C:16]([Cl:22])[C:12]=1[C:13]([N:1]1[C:9]2[CH:8]=[CH:7][N:6]=[CH:5][C:4]=2[CH:3]=[CH:2]1)=[O:14]. Procedure: [2,6-Dichloro-4-(hydroxymethyl)phenyl](1H-pyrrolo[3,2-c]pyridin-1-yl)methanone (Compound No. 90) was synthesized from N-(1H-pyrrolo[3,2-c]pyridine and 2,6-dichloro-4-(hydroxymethyl)benzoic acid. Starting materials: Cl (HCl), C(C)OC(CC=1C=NC=C(C1)C1=C(C=C(C=C1)C(F)(F)F)CN(CC)C(=O)OC(C)(C)C)=O ((5-{2-[(N-tert-butoxycarbonyl-N-ethyl-amino)-methyl]-4-trifluoromethyl-phenyl}-pyridin-3-yl)-acetic acid ethyl ester), Cl (HCl). Solvent: O1CCOCC1 (1,4-dioxane), CCOC(=O)C (EtOAc), O1CCOCC1 (1,4-dioxane). Run at temperature 50 celsius, time 1 hour. Product: Cl.Cl.C(C)OC(CC=1C=NC=C(C1)C1=C(C=C(C=C1)C(F)(F)F)CNCC)=O ([5-(2-ethylaminomethyl-4-trifluoromethyl-phenyl)-pyridin-3-yl]-acetic acid ethyl ester, dihydrochloride). As a reaction SMILES: [CH2:1]([O:3][C:4](=[O:33])[CH2:5][C:6]1[CH:7]=[N:8][CH:9]=[C:10]([C:12]2[CH:17]=[CH:16][C:15]([C:18]([F:21])([F:20])[F:19])=[CH:14][C:13]=2[CH2:22][N:23](C(OC(C)(C)C)=O)[CH2:24][CH3:25])[CH:11]=1)[CH3:2].[ClH:34]>CCOC(C)=O.O1CCOCC1>[ClH:34].[ClH:34].[CH2:1]([O:3][C:4](=[O:33])[CH2:5][C:6]1[CH:7]=[N:8][CH:9]=[C:10]([C:12]2[CH:17]=[CH:16][C:15]([C:18]([F:20])([F:19])[F:21])=[CH:14][C:13]=2[CH2:22][NH:23][CH2:24][CH3:25])[CH:11]=1)[CH3:2] |f:4.5.6|. Reported procedure: To (5-{2-[(N-tert-butoxycarbonyl-N-ethyl-amino)-methyl]-4-trifluoromethyl-phenyl}-pyridin-3-yl)-acetic acid ethyl ester (0.375 g, 0.8 mmol) in EtOAc (4 mL) was added 4N HCl in 1,4-dioxane (0.8 mL), and the reaction was stirred at 50° C. for 1 hour. Additional 4N HCl in 1,4-dioxane (0.8 mL) was added, and the reaction was stirred for 1 hour at 70° C. The mixture was concentrated to give [5-(2-ethylaminomethyl-4-trifluoromethyl-phenyl)-pyridin-3-yl]-acetic acid ethyl ester, dihydrochloride. Starting materials: C(CC#C)OC1OCCCC1 (2-(3-Butynyloxy)tetrahydro-2H-pyran), C[Li] (methyllithium), C1CCOC1 (THF), ketone. Conditions: temperature -30 celsius, time 4 hour. Yields the product O1C(CCCC1)OC1OCCCC1 (Tetrahydropyranyl Ether). As a reaction SMILES: [CH2:1]([O:5][CH:6]1[CH2:11][CH2:10][CH2:9][CH2:8][O:7]1)[CH2:2][C:3]#[CH:4].C[Li].C1C[O:17][CH2:16]C1>>[O:7]1[CH2:8][CH2:9][CH2:10][CH2:11][CH:6]1[O:5][CH:1]1[CH2:2][CH2:3][CH2:4][CH2:16][O:17]1. Procedure: 2-(3-Butynyloxy)tetrahydro-2H-pyran (112.5 g, 0.729 mole) was added dropwise to a solution of methyllithium (500 mL of MeLi 1AM in ether, 0.7 mole) in 1 L of anhydrous THF at -30° C. under argon atmosphere in a 5 L round bottom flask. After this addition was completed, the cooling bath was removed and the solution was allowed to stand at room temperature for 4 hours. The solution was cooled again at -30° C. and a solution of ketone 3 (75 g, 0.2 mole) in 2.5 L of anhydrous TTh was added dropwise....